Task: describe an organic reaction: reactants, conditions, products, and yield. Dataset: the Open Reaction Database (ORD), a public repository of structured organic reaction records The reactants are CCc1nc2c(Cl)c(Br)ccc2[nH]1, O=C([O-])[O-], [Cs+], [Cs+], CN(C)C=O, O=S(=O)(OCC(F)(F)F)C(F)(F)F. RXN SMILES: [Br:1][c:2]1[c:3]([Cl:13])[c:4]2[c:5]([nH:6][c:7]([CH2:9][CH3:10])[n:8]2)[cH:11][cH:12]1.[C:27](=[O:28])([O-:29])[O-:30].[Cs+:31].[Cs+:32].[O:33]=[CH:34][N:35]([CH3:36])[CH3:37].[S:14]([O:15][CH2:22][C:23]([F:24])([F:25])[F:26])([C:16]([F:17])([F:18])[F:19])(=[O:20])=[O:21]>>[Br:1][c:2]1[c:3]([Cl:13])[c:4]2[c:5]([n:6]([CH2:22][C:23]([F:24])([F:25])[F:26])[c:7]([CH2:9][CH3:10])[n:8]2)[cH:11][cH:12]1. Yields the product CCc1nc2c(Cl)c(Br)ccc2n1CC(F)(F)F. The reactants are CCCCO, [K+], [OH-], CCOC(=O)N1CCC(=C2c3ccccc3C=Cc3ccccc32)CC1. Yields the product C1=Cc2ccccc2C(=C2CCNCC2)c2ccccc21. RXN SMILES: [CH2:29]([OH:30])[CH2:31][CH2:32][CH3:33].[K+:28].[OH-:27].[cH:1]1[cH:2][cH:3][cH:4][c:5]2[c:11]1[CH:10]=[CH:9][c:8]1[c:7]([cH:15][cH:14][cH:13][cH:12]1)[C:6]2=[C:16]1[CH2:17][CH2:18][N:19]([C:22]([O:23][CH2:24][CH3:25])=[O:26])[CH2:20][CH2:21]1>>[cH:1]1[cH:2][cH:3][cH:4][c:5]2[c:11]1[CH:10]=[CH:9][c:8]1[c:7]([cH:15][cH:14][cH:13][cH:12]1)[C:6]2=[C:16]1[CH2:17][CH2:18][NH:19][CH2:20][CH2:21]1. The reactants are [Ca] (calcium), C([C@@H]1[C@H]([C@@H]([C@H]([C@H](O1)O[C@]2([C@H]([C@@H]([C@H](O2)CO)O)O)CO)O)O)O)O (sucrose), C([C@@H]1[C@H]([C@@H]([C@H]([C@H](O1)O[C@]2([C@H]([C@@H]([C@H](O2)CO)O)O)CO)O)O)O)O (sucrose), CaO. The solvent is O (water). Product: [Ca].C([C@@H]1[C@H]([C@@H]([C@H]([C@H](O1)O[C@]2([C@H]([C@@H]([C@H](O2)CO)O)O)CO)O)O)O)O (calcium sucrose). Reaction SMILES: [Ca:1].[CH2:2]([OH:24])[C@H:3]1[O:8][C@H:7]([O:9][C@:10]2([CH2:19][OH:20])[O:14][C@H:13]([CH2:15][OH:16])[C@@H:12]([OH:17])[C@@H:11]2[OH:18])[C@H:6]([OH:21])[C@@H:5]([OH:22])[C@@H:4]1[OH:23]>O>[Ca:1].[CH2:2]([OH:24])[C@H:3]1[O:8][C@H:7]([O:9][C@:10]2([CH2:19][OH:20])[O:14][C@H:13]([CH2:15][OH:16])[C@@H:12]([OH:17])[C@@H:11]2[OH:18])[C@H:6]([OH:21])[C@@H:5]([OH:22])[C@@H:4]1[OH:23] |f:3.4|. Procedure: Microporous particles of calcium-sucrose were prepared using the steps of Example 6 and a solution having a calcium to sucrose mole ratio of 0.9:1 and a total solids concentration of 33% by weight. The solution was prepared by combining 50.7 grams of CaO, 342.3 grams of sucrose and 780 mls of water. The particles had a measured surface area of 274 m2 /g. These particles were loaded with orange oil and dry-blended with beverage mix as set forth in Example 8. Starting materials: FC1=CC=C(COC2=CC=C(C=C2)C(C(=O)OC)OCOCCOC)C=C1 (Methyl 2-{4-[(4-fluorobenzyl)oxy]phenyl}-2-[(2-methoxyethoxy)methoxy]acetate). Solvent: CO (methanol), O1CCCC1 (tetrahydrofuran), [OH-].[Na+] (sodium hydroxide). Conditions: time 1 hour. The product is FC1=CC=C(COC2=CC=C(C=C2)C(C(=O)O)OCOCCOC)C=C1 (2-{4-[(4-fluorobenzyl)oxy]phenyl}-2-[(2-methoxyethoxy)methoxy]acetic acid). Yield: 38.6%. As a reaction SMILES: [F:1][C:2]1[CH:27]=[CH:26][C:5]([CH2:6][O:7][C:8]2[CH:13]=[CH:12][C:11]([CH:14]([O:19][CH2:20][O:21][CH2:22][CH2:23][O:24][CH3:25])[C:15]([O:17]C)=[O:16])=[CH:10][CH:9]=2)=[CH:4][CH:3]=1>CO.O1CCCC1.[OH-].[Na+]>[F:1][C:2]1[CH:3]=[CH:4][C:5]([CH2:6][O:7][C:8]2[CH:9]=[CH:10][C:11]([CH:14]([O:19][CH2:20][O:21][CH2:22][CH2:23][O:24][CH3:25])[C:15]([OH:17])=[O:16])=[CH:12][CH:13]=2)=[CH:26][CH:27]=1 |f:3.4|. Reported procedure: Methyl 2-{4-[(4-fluorobenzyl)oxy]phenyl}-2-[(2-methoxyethoxy)methoxy]acetate (0.421 g, 1.11 mmol) was dissolved in a mixture of methanol (6 ml) and tetrahydrofuran (6 ml), and 1N sodium hydroxide (3 ml) was added thereto. After being stirred for 1 hour at room temperature, the reaction mixture was neutralized and then extracted with ethyl acetate. The organic layer dried over MgSO4, and then the solvent was evaporated out. The obtained residue was purified by silica gel column chromatography (50...